From a dataset of the Open Reaction Database (ORD), a public repository of structured organic reaction records. describe an organic reaction: reactants, conditions, products, and yield Reagents/catalysts: [Ti](Cl)(Cl)(Cl)Cl (titanium tetrachloride). Product: COC1=CC=C2C(CCCO2)=C1C=O (6-methoxy-3,4-dihydrobenzopyran-5-carboxaldehyde), COC=1C=C(C2=C(CCCO2)C1)C=O (6-methoxy-3,4-dihydrobenzopyran-8-carboxaldehyde), COC=1C(=CC2=C(CCCO2)C1)C=O (6-methoxy-3,4-dihydrobenzopyran-7-carboxaldehyde). Procedure details: A solution of 6-methoxy-3,4-dihydrobenzopyran (133.0 g, 811 mmol) in dry methylene chloride (1850 mL) was cooled to 5° under nitrogen and titanium tetrachloride (145 mL, 250.2 g, 1319 mmol) was added dropwise over 15 minutes. Upon completion of this addition dichloromethylmethylether (60 mL, 76.26 g, 663 mmol) was added dropwise over 45 minutes. A slight exotherm was observed during the addition (reaction temperature=16°). The cooling bath was removed and the mixture allowed to stir for three ho... The reactants are ClC(Cl)OC (dichloromethylmethylether), COC=1C=CC2=C(CCCO2)C1 (6-methoxy-3,4-dihydrobenzopyran). As a reaction SMILES: [CH3:1][O:2][C:3]1[CH:4]=[CH:5][C:6]2[O:11][CH2:10][CH2:9][CH2:8][C:7]=2[CH:12]=1.Cl[CH:14]([O:16][CH3:17])Cl>C(Cl)Cl.[Ti](Cl)(Cl)(Cl)Cl>[CH3:1][O:2][C:3]1[C:12]([CH:14]=[O:16])=[C:7]2[CH2:8][CH2:9][CH2:10][O:11][C:6]2=[CH:5][CH:4]=1.[CH3:1][O:2][C:3]1[CH:4]=[C:5]([CH:14]=[O:16])[C:6]2[O:11][CH2:10][CH2:9][CH2:8][C:7]=2[CH:12]=1.[CH3:17][O:16][C:14]1[C:4]([CH:3]=[O:2])=[CH:5][C:6]2[O:11][CH2:10][CH2:9][CH2:8][C:7]=2[CH:12]=1. Run at time 3 hour. Run in C(Cl)Cl (methylene chloride). Isolated yield 20.2%. Starting materials: FC1=CC2=C(OC3=C(C=C2OCCN(C)C)C=CC=C3)C=C1 (2-fluoro-11-[β-(dimethylamino)-ethoxy]dibenz[b,f]oxepin), Cl (hydrochloric acid). The product is O=C1CC2=C(OC3=C1C=CC=C3)C=CC=C2 (10,11-dihydro-10-oxodibenz[b,f]oxepin). RXN SMILES: F[C:2]1[CH:22]=[CH:21][C:5]2[O:6][C:7]3[CH:20]=[CH:19][CH:18]=[CH:17][C:8]=3[CH:9]=[C:10]([O:11]CCN(C)C)[C:4]=2[CH:3]=1.Cl>>[O:11]=[C:10]1[C:4]2[CH:3]=[CH:2][CH:22]=[CH:21][C:5]=2[O:6][C:7]2[CH:20]=[CH:19][CH:18]=[CH:17][C:8]=2[CH2:9]1. Procedure: Reflux of 25 ml of 2-fluoro-11-[β-(dimethylamino)-ethoxy]dibenz[b,f]oxepin stock solution produced no apparent decomposition after 45 minutes. Addition of 2.5 ml of concentrated hydrochloric acid and further reflux for 10 mins gave complete decomposition to 10,11-dihydro-10-oxodibenz[b,f]oxepin.